From a dataset of the Open Reaction Database (ORD), a public repository of structured organic reaction records. describe an organic reaction: reactants, conditions, products, and yield Starting materials: C(C)C=1C(=NC(=NC1SC)N)C=1OC=CC1 (5-ethyl-4-furan-2-yl-6-methylsulfanyl-pyrimidin-2-ylamine), C1(=CC=CC=C1)C1N(O1)S(=O)(=O)C1=CC=CC=C1 (3-phenyl-2-(phenylsulfonyl)oxaziridine). Run in ClCCl (dichloromethane). Run at time 16 hour. The product is C(C)C=1C(=NC(=NC1S(=O)C)N)C=1OC=CC1 (5-ethyl-4-furan-2-yl-6-methanesulfinyl-pyrimidin-2-ylamine). Yield: 45.4%. Reaction SMILES: [CH2:1]([C:3]1[C:4]([C:12]2[O:13][CH:14]=[CH:15][CH:16]=2)=[N:5][C:6]([NH2:11])=[N:7][C:8]=1[S:9][CH3:10])[CH3:2].C1(C2[O:25]N2S(C2C=CC=CC=2)(=O)=O)C=CC=CC=1>ClCCl>[CH2:1]([C:3]1[C:4]([C:12]2[O:13][CH:14]=[CH:15][CH:16]=2)=[N:5][C:6]([NH2:11])=[N:7][C:8]=1[S:9]([CH3:10])=[O:25])[CH3:2]. Procedure: To a stirred suspension of 350 mg (1.49 mmol) 5-ethyl-4-furan-2-yl-6-methylsulfanyl-pyrimidin-2-ylamine in 15 ml dichloromethane was added 780 mg (3.00 mmol) 3-phenyl-2-(phenylsulfonyl)oxaziridine and stirring continued for 16 hours at room temperature. The reaction mixture was then partitioned between dichloromethane and water and the phases separated. The organic phase was dried over sodium sulfate and concentrated in vacuo. Chromatography (ethyl acetate then methanol/ethyl acetate 1/5) afford... The reactants are BrC(C(=O)OC)C1=NC(=CC=C1)Br (Methyl bromo(6-bromopyridin-2-yl)acetate), CC(=O)[O-].[K+] (KOAc). Solvent: CN(C)C=O (DMF), O (water). Conditions: temperature 120 celsius. Product: EtOAc hexanes, COC(C(C1=NC(=CC=C1)Br)OC(C)=O)=O (Methyl(acetyloxy)(6-bromopyridin-2-yl)acetate). The yield is 0.0%. Reaction SMILES: Br[CH:2]([C:7]1[CH:12]=[CH:11][CH:10]=[C:9]([Br:13])[N:8]=1)[C:3]([O:5][CH3:6])=[O:4].[CH3:14][C:15]([O-:17])=[O:16].[K+]>CN(C=O)C.O>[CH3:6][O:5][C:3](=[O:4])[CH:2]([O:17][C:15](=[O:16])[CH3:14])[C:7]1[CH:12]=[CH:11][CH:10]=[C:9]([Br:13])[N:8]=1 |f:1.2|. Procedure: Methyl bromo(6-bromopyridin-2-yl)acetate (Example 360, Step 1) (500 mg, 1.62 mmol) and KOAc (635 mg, 6.47 mmol) were taken up in DMF (3.0 mL) and heated to 120° C. for 20 minutes in a microwave. The reaction mixture was diluted with water and extracted with EtOAc (2×). The combined organic layers were washed with brine, dried over MgSO4, filtered, and evaporated. Silica gel chromatography (0-40% EtOAc/hexanes) afforded the title compound as a pale yellow solid. The reactants are COC1=C(CO)C=CC=C1SC1=C(C=CC=C1)Cl (2-methoxy-3-(2-chlorophenylthio)benzyl alcohol), S(=O)(Cl)Cl (thionyl chloride). Reagents/catalysts: N1=CC=CC=C1 (pyridine). Run in C1=CC=CC=C1 (benzene). Yields the product COC1=C(C=CC=C1CCl)SC1=C(C=CC=C1)Cl (2-chlorophenyl 2-methoxy-3-chloromethylphenyl thioether). Reaction SMILES: [CH3:1][O:2][C:3]1[C:10]([S:11][C:12]2[CH:17]=[CH:16][CH:15]=[CH:14][C:13]=2[Cl:18])=[CH:9][CH:8]=[CH:7][C:4]=1[CH2:5]O.S(Cl)([Cl:21])=O>N1C=CC=CC=1.C1C=CC=CC=1>[CH3:1][O:2][C:3]1[C:4]([CH2:5][Cl:21])=[CH:7][CH:8]=[CH:9][C:10]=1[S:11][C:12]1[CH:17]=[CH:16][CH:15]=[CH:14][C:13]=1[Cl:18]. Procedure details: A mixture of 2-methoxy-3-(2-chlorophenylthio)benzyl alcohol (9 g), thionyl chloride (4.6 ml) and pyridine (3 drops) in dried benzene (60 ml) was refluxed under heating for 30 minutes. The reaction mixture was cooled to the ambient temperature and evaporated under reduced pressure. The residue was dissolved in diethyl ether, and the solution was washed with water, saturated aqueous sodium bicarbonate and water in turn, dried over magnesium sulfate and then evaporated under reduced pressure to giv... RXN SMILES: [CH:1]([CH:3]1[CH2:8][CH:7]2[CH2:9][CH:4]1[CH:5]=[CH:6]2)=[CH2:2].NC1C=CC=CC=1.[CH3:17][O:18][SiH:19]([O:22][CH3:23])[O:20][CH3:21]>[Pt]>[CH:4]12[CH2:9][CH:7]([CH:6]=[CH:5]1)[CH2:8][CH:3]2[CH2:1][CH2:2][Si:19]([O:22][CH3:23])([O:20][CH3:21])[O:18][CH3:17]. Product: C12C(CC(C=C1)C2)CC[Si](OC)(OC)OC ((2-bicyclo[2.2.1]hept-5-en-2-yl-ethyl)-trimethoxy-silane). Starting materials: C(=C)C1C2C=CC(C1)C2 (5-vinyl-2-norbornene), NC1=CC=CC=C1 (aniline), CO[SiH](OC)OC (trimethoxysilane). The reagents and catalysts are [Pt] (platinum). Conditions: temperature 100 celsius. Reported procedure: Into a 5 liter round bottom flask, fitted with an addition funnel, Friedrich condenser, thermocouple, stir bar and nitrogen line, were charged 5-vinyl-2-norbornene (1500 grams, 12.48 moles, from Sigma-Aldrich), platinum catalyst (4.5 grams of a 3 wt % solution of platinum(0)-1,3-divinyl-1,3-divinyl-1,1,3,3-tetramethyldisiloxane complex in xylenes) and aniline (2.87 grams, 0.031 moles). The reaction mixture was heated gently to 100° C. and then trimethoxysilane (1372.5 grams, 11.23 moles from Mom... Solvent: xylenes. Starting materials: C[O-].[Na+] (sodium methylate), Cl.C(C)(=N)N (acetamidine hydrochloride), ClC1=CC2=C(C(C(CN=C2C2=C(C=CC=C2)F)=CN(C)C)=O)C=C1 (8-chloro-1-(2-fluorophenyl)-3,4-dihydro-4-[(dimethylamino)methylene]-5H-2-benzazepin-5-one), Cl.C(C)(=N)N (acetamidine hydrochloride), C[O-].[Na+] (sodium methylate), C[O-].[Na+] (sodium methylate), Cl.C(C)(=N)N (acetamidine hydrochloride). Run in C(Cl)Cl (methylene chloride), C(Cl)Cl (methylene chloride), CO (methanol). Reaction conditions: time 2 hour. The product is ClC1=CC2=C(C3=C(CN=C2C2=C(C=CC=C2)F)C=NC(=N3)C)C=C1 (9-Chloro-7-(2-fluorophenyl)-2-methyl-5H-pyrimido[5,4-d][2]benzazepine). As a reaction SMILES: [Cl:1][C:2]1[CH:24]=[CH:23][C:5]2[C:6](=O)[C:7](=[CH:18]N(C)C)[CH2:8][N:9]=[C:10]([C:11]3[CH:16]=[CH:15][CH:14]=[CH:13][C:12]=3[F:17])[C:4]=2[CH:3]=1.Cl.[C:26]([NH2:29])(=[NH:28])[CH3:27].C[O-].[Na+]>CO.C(Cl)Cl>[Cl:1][C:2]1[CH:24]=[CH:23][C:5]2[C:6]3[N:29]=[C:26]([CH3:27])[N:28]=[CH:18][C:7]=3[CH2:8][N:9]=[C:10]([C:11]3[CH:16]=[CH:15][CH:14]=[CH:13][C:12]=3[F:17])[C:4]=2[CH:3]=1 |f:1.2,3.4|. Procedure: A suspension of 5.1 g (0.015 mol) of 8-chloro-1-(2-fluorophenyl)-3,4-dihydro-4-[(dimethylamino)methylene]-5H-2-benzazepin-5-one and 2.1 g (0.0225 mol) of acetamidine hydrochloride in 150 ml of methanol was stirred at room temperature under argon, and treated with 2.4 g (0.045 mol) of sodium methylate in one portion. After stirring for 10 min, 90 ml of methylene chloride was added and stirring was continued. Another 2.4 g (0.045 mol) of sodium methylate and 2.1 g (0.0225 mol) of acetamidine hydro... The reactants are C1=CN(C(=O)NC1=O)C2C(C(C(O2)COP(=O)([O-])OP(=O)([O-])OP(=O)(O)[O-])O)O.[Na+].[Na+].[Na+] (UTP trisodium salt), C(CCC)N(CCCC)CCCC (tributylamine). Solvent: O (water). Yields the product C1=CN(C(=O)NC1=O)[C@H]2[C@@H]([C@@H]([C@H](O2)COP(=O)(O)OP(=O)(O)OP(=O)(O)O)O)O.C(CCC)N(CCCC)CCCC (UTP tributylamine). As a reaction SMILES: [CH:1]1[C:7](=[O:8])[NH:6][C:4](=[O:5])[N:3]([CH:9]2[O:13][CH:12]([CH2:14][O:15][P:16]([O:19][P:20]([O:23][P:24]([O-:27])([OH:26])=[O:25])([O-:22])=[O:21])([O-:18])=[O:17])[CH:11]([OH:28])[CH:10]2[OH:29])[CH:2]=1.[Na+].[Na+].[Na+].[CH2:33]([N:37]([CH2:42][CH2:43][CH2:44][CH3:45])[CH2:38][CH2:39][CH2:40][CH3:41])[CH2:34][CH2:35][CH3:36]>O>[CH:1]1[C:7](=[O:8])[NH:6][C:4](=[O:5])[N:3]([C@@H:9]2[O:13][C@H:12]([CH2:14][O:15][P:16]([O:19][P:20]([O:23][P:24]([OH:26])([OH:27])=[O:25])([OH:22])=[O:21])([OH:18])=[O:17])[C@@H:11]([OH:28])[C@H:10]2[OH:29])[CH:2]=1.[CH2:42]([N:37]([CH2:33][CH2:34][CH2:35][CH3:36])[CH2:38][CH2:39][CH2:40][CH3:41])[CH2:43][CH2:44][CH3:45] |f:0.1.2.3,6.7|. Procedure details: UTP trisodium salt (1.00 g, 1.82 mmol) was dissolved in deionized water (13 mL), and the solution was caused to pass through a strong cation-exchange column (PK 216, proton-type, 10 cc). The eluate was mixed with a column wash solution, and the mixture was neutralized with tributylamine (1.75 mL, 7.35 mmol). The resultant solution was concentrated under reduced pressure, and the residue was co-boiled four times with dioxane (10 mL). The residue was dissolved in dimethylformamide (10 mL), to ther... Starting materials: CC1(C)CCc2cccc3c(-c4ccc(F)cc4)cn1c23, CN(C)C=CC=O, CC#N, [Na+], [OH-], O, O=P(Cl)(Cl)Cl. Product: CC1(C)CCc2cccc3c(-c4ccc(F)cc4)c(C=CC=O)n1c23. Reaction SMILES: [CH3:13][C:14]1([CH3:33])[n:15]2[c:16]3[c:17]([cH:18][cH:19][cH:20][c:21]3[CH2:22][CH2:23]1)[c:24](-[c:26]1[cH:27][cH:28][c:29]([F:32])[cH:30][cH:31]1)[cH:25]2.[CH3:1][N:2]([CH:3]=[CH:4][CH:5]=[O:6])[CH3:7].[CH3:36][C:37]#[N:38].[Na+:35].[OH-:34].[OH2:39].[P:8]([Cl:9])([Cl:10])([Cl:11])=[O:12]>>[CH:3](=[CH:4][CH:5]=[O:6])[c:25]1[n:15]2[c:16]3[c:17]([cH:18][cH:19][cH:20][c:21]3[CH2:22][CH2:23][C:14]2([CH3:13])[CH3:33])[c:24]1-[c:26]1[cH:27][cH:28][c:29]([F:32])[cH:30][cH:31]1.